This data is from the Open Reaction Database (ORD), a public repository of structured organic reaction records. The task is: describe an organic reaction: reactants, conditions, products, and yield The reactants are BrC=1C=CC=2N(C1)C(=C(N2)C2=CC=C(C=C2)C2(CCC2)NC(OC(C)(C)C)=O)C2=CC=CC=C2 (tert-butyl {1-[4-(6-bromo-3-phenylimidazo[1,2-a]pyridin-2-yl)phenyl]cyclobutyl}carbamate), N1N=CC=C1 (1H-pyrazole), C([O-])([O-])=O.[K+].[K+] (potassium carbonate), N1=CC=CC2=CC=CC(=C12)O (quinolin-8-ol). The reagents and catalysts are [Cu]I (copper(I) iodide). Run in CS(=O)C (DMSO). Reaction conditions: temperature 150 celsius. The product is C1(=CC=CC=C1)C1=C(N=C2N1C=C(C=C2)N2N=CC=C2)C2=CC=C(C=C2)C2(CCC2)NC(OC(C)(C)C)=O (tert-butyl (1-{4-[3-phenyl-6-(1H-pyrazol-1-yl)imidazo[1,2-a]pyridin-2-yl]phenyl}cyclobutyl)carbamate). Yield: 8.9%. RXN SMILES: Br[C:2]1[CH:3]=[CH:4][C:5]2[N:6]([C:8]([C:29]3[CH:34]=[CH:33][CH:32]=[CH:31][CH:30]=3)=[C:9]([C:11]3[CH:16]=[CH:15][C:14]([C:17]4([NH:21][C:22](=[O:28])[O:23][C:24]([CH3:27])([CH3:26])[CH3:25])[CH2:20][CH2:19][CH2:18]4)=[CH:13][CH:12]=3)[N:10]=2)[CH:7]=1.[NH:35]1[CH:39]=[CH:38][CH:37]=[N:36]1.C(=O)([O-])[O-].[K+].[K+].N1C2C(=CC=CC=2O)C=CC=1>CS(C)=O.[Cu]I>[C:29]1([C:8]2[N:6]3[CH:7]=[C:2]([N:35]4[CH:39]=[CH:38][CH:37]=[N:36]4)[CH:3]=[CH:4][C:5]3=[N:10][C:9]=2[C:11]2[CH:12]=[CH:13][C:14]([C:17]3([NH:21][C:22](=[O:28])[O:23][C:24]([CH3:25])([CH3:26])[CH3:27])[CH2:18][CH2:19][CH2:20]3)=[CH:15][CH:16]=2)[CH:30]=[CH:31][CH:32]=[CH:33][CH:34]=1 |f:2.3.4|. Procedure details: A mixture of tert-butyl {1-[4-(6-bromo-3-phenylimidazo[1,2-a]pyridin-2-yl)phenyl]cyclobutyl}carbamate (see Int 4-18, 230 mg, 0.443 mmol), copper(I) iodide (12.6 mg, 0.07 mmol), 1H-pyrazole (36.5 mg, 0.537 mmol), potassium carbonate (36.5 mg, 0.537 mmol) and quinolin-8-ol (9.73 mg, 0.007 mmol) in 0.6 ml DMSO was heated to 150° C. for 7 h under argon atmosphere. The mixture was triturated with 10% ammonium hydroxide solution and charcoal. After filtration through Celite the filter pad was washed w... Starting materials: FC1=CN=C2C(=CC=NC2=C1)O (7-fluoro-1,5-naphthyridin-4-ol), P(Br)(Br)Br (PBr3), CCOC(=O)C (EtOAc), P(Br)(Br)Br (PBr3). Run in CN(C)C=O (DMF), petroleum ether. The product is hydro bromide salt, BrC=1C=CN=C2C=CC(=NC12)OC (8-bromo-2-methoxy-[1,5]naphthyridine). RXN SMILES: F[C:2]1[CH:11]=[C:10]2[C:5]([C:6](O)=[CH:7][CH:8]=[N:9]2)=[N:4][CH:3]=1.P(Br)(Br)[Br:14].CCO[C:20](C)=[O:21]>CN(C=O)C>[Br:14][C:6]1[CH:7]=[CH:8][N:9]=[C:10]2[C:5]=1[N:4]=[C:3]([O:21][CH3:20])[CH:2]=[CH:11]2. Procedure: To a suspension of 7-fluoro-1,5-naphthyridin-4-ol (400 mg, 2.43 mmol) in DMF (8 mL), was added PBr3 (659.65 mg, 2.43 mmol) dropwise at 50° C. for 10 minutes. After complete addition of PBr3, the suspension became homogeneous and a brown precipitate was obtained over a period of 30 minutes. The reaction was monitored by TLC (TLC eluent: 50% EtOAc in petroleum ether). After completion of reaction, the mixture was cooled to ambient temperature to generate more precipitate. The precipitate was filte... Starting materials: CCO, Cn1nnnc1-c1cc(C2CC2)cc([N+](=O)[O-])c1, Cl, Cl[Sn]Cl. Product: Cn1nnnc1-c1cc(N)cc(C2CC2)c1. RXN SMILES: [CH3:23][CH2:24][OH:25].[CH:1]1([c:4]2[cH:5][c:6](-[c:13]3[n:14][n:15][n:16][n:17]3[CH3:18])[cH:7][c:8]([N+:10]([O-:11])=[O:12])[cH:9]2)[CH2:2][CH2:3]1.[ClH:22].[Sn:19]([Cl:20])[Cl:21]>>[CH:1]1([c:4]2[cH:5][c:6](-[c:13]3[n:14][n:15][n:16][n:17]3[CH3:18])[cH:7][c:8]([NH2:10])[cH:9]2)[CH2:2][CH2:3]1. The reactants are ClC1=NC=CC(=N1)Cl (2,4-dichloropyrimidine), C[C@H]1CN(CCN1S(=O)(=O)C1=CC(=CC=C1)B1OC(C(O1)(C)C)(C)C)C(=O)OC(C)(C)C ((S)-tert-butyl 3-methyl-4-(3-(4,4,5,5-tetramethyl-1,3,2-dioxaborolan-2-yl)phenylsulfonyl)piperazine-1-carboxylate), 453. Yields the product ClC1=NC=CC(=N1)C=1C=C(C=CC1)S(=O)(=O)N1[C@H](CN(CC1)C(=O)OC(C)(C)C)C ((3S)-tert-butyl 4-(3-(2-chloropyrimidin-4-yl)phenylsulfonyl)-3-methylpiperazine-1-carboxylate). The yield is 90.0%. RXN SMILES: [Cl:1][C:2]1[N:7]=[C:6](Cl)[CH:5]=[CH:4][N:3]=1.[CH3:9][C@@H:10]1[N:15]([S:16]([C:19]2[CH:24]=[CH:23][CH:22]=[C:21](B3OC(C)(C)C(C)(C)O3)[CH:20]=2)(=[O:18])=[O:17])[CH2:14][CH2:13][N:12]([C:34]([O:36][C:37]([CH3:40])([CH3:39])[CH3:38])=[O:35])[CH2:11]1>>[Cl:1][C:2]1[N:7]=[C:6]([C:23]2[CH:24]=[C:19]([S:16]([N:15]3[CH2:14][CH2:13][N:12]([C:34]([O:36][C:37]([CH3:40])([CH3:39])[CH3:38])=[O:35])[CH2:11][C@@H:10]3[CH3:9])(=[O:18])=[O:17])[CH:20]=[CH:21][CH:22]=2)[CH:5]=[CH:4][N:3]=1. Reported procedure: 2,4-dichloropyrimidine and (S)-tert-butyl 3-methyl-4-(3-(4,4,5,5-tetramethyl-1,3,2-dioxaborolan-2-yl)phenylsulfonyl)piperazine-1-carboxylate was coupled following procedure A. The yield was 90%. LC-MS showed the product was >95% pure and had the expected M+H+ of 453. Starting materials: CCO, ClCc1ccc2ccccc2n1, Cl, Oc1ccccc1F, [K+], [OH-]. The product is Fc1ccccc1OCc1ccc2ccccc2n1. As a reaction SMILES: [CH3:24][CH2:25][OH:26].[Cl:10][CH2:11][c:12]1[n:13][c:14]2[cH:15][cH:16][cH:17][cH:18][c:19]2[cH:20][cH:21]1.[ClH:9].[F:1][c:2]1[c:3]([OH:8])[cH:4][cH:5][cH:6][cH:7]1.[K+:23].[OH-:22]>>[F:1][c:2]1[c:3]([O:8][CH2:11][c:12]2[n:13][c:14]3[cH:15][cH:16][cH:17][cH:18][c:19]3[cH:20][cH:21]2)[cH:4][cH:5][cH:6][cH:7]1.